From a dataset of the Open Reaction Database (ORD), a public repository of structured organic reaction records. describe an organic reaction: reactants, conditions, products, and yield Starting materials: CCOc1ccc(C2=NN(C3CCNCC3)C(=O)C2(C)C)cc1OCC, Cc1ccc(OCc2ccccc2)cc1C(=O)O. Product: CCOc1ccc(C2=NN(C3CCN(C(=O)c4cc(OCc5ccccc5)ccc4C)CC3)C(=O)C2(C)C)cc1OCC. Reaction SMILES: [CH2:1]([CH3:2])[O:3][c:4]1[cH:5][c:6]([C:13]2=[N:17][N:16]([CH:18]3[CH2:19][CH2:20][NH:21][CH2:22][CH2:23]3)[C:15](=[O:24])[C:14]2([CH3:25])[CH3:26])[cH:7][cH:8][c:9]1[O:10][CH2:11][CH3:12].[CH2:27]([c:28]1[cH:29][cH:30][cH:31][cH:32][cH:33]1)[O:34][c:35]1[cH:36][cH:37][c:38]([CH3:44])[c:39]([C:40](=[O:41])[OH:42])[cH:43]1>>[CH2:1]([CH3:2])[O:3][c:4]1[cH:5][c:6]([C:13]2=[N:17][N:16]([CH:18]3[CH2:19][CH2:20][N:21]([C:40]([c:39]4[c:38]([CH3:44])[cH:37][cH:36][c:35]([O:34][CH2:27][c:28]5[cH:29][cH:30][cH:31][cH:32][cH:33]5)[cH:43]4)=[O:41])[CH2:22][CH2:23]3)[C:15](=[O:24])[C:14]2([CH3:25])[CH3:26])[cH:7][cH:8][c:9]1[O:10][CH2:11][CH3:12]. Starting materials: FC1=CC=C(CN2N=CN(C2=O)C=2SC(=C(N2)C)C(=O)O)C=C1 (2-(1-(4-fluorobenzyl)-5-oxo-1H-1,2,4-triazol-4(5H)-yl)-4-methylthiazole-5-carboxylic acid), C1(CC1)CN1C(N(CC1)C=1SC(=C(N1)C)C(=O)O)=O (2-(3-(cyclopropylmethyl)-2-oxoimidazolidin-1-yl)-4-methylthiazole-5-carboxylic acid). The product is C1(CC1)CN1C(N(CC1)C=1SC(=C(N1)C)C(=O)N)=O (2-(3-(cyclopropylmethyl)-2-oxoimidazolidin-1-yl)-4-methylthiazole-5-carboxamide). The yield is 5.0%. RXN SMILES: FC1C=CC(C[N:7]2C(=O)N(C3SC(C(O)=O)=C(C)N=3)C=N2)=CC=1.[CH:24]1([CH2:27][N:28]2[CH2:32][CH2:31][N:30]([C:33]3[S:34][C:35]([C:39](O)=[O:40])=[C:36]([CH3:38])[N:37]=3)[C:29]2=[O:42])[CH2:26][CH2:25]1>>[CH:24]1([CH2:27][N:28]2[CH2:32][CH2:31][N:30]([C:33]3[S:34][C:35]([C:39]([NH2:7])=[O:40])=[C:36]([CH3:38])[N:37]=3)[C:29]2=[O:42])[CH2:26][CH2:25]1. Reported procedure: Following the procedure as described in Example 1, making variations as required to replace 2-(1-(4-fluorobenzyl)-5-oxo-1H-1,2,4-triazol-4(5H)-yl)-4-methylthiazole-5-carboxylic acid with 2-(3-(cyclopropylmethyl)-2-oxoimidazolidin-1-yl)-4-methylthiazole-5-carboxylic acid, the title compound was obtained as a colorless solid in 5% yield: mp 198-200° C. (methanol/hexanes); 1H NMR (300 MHz, DMSO-d6) δ 7.29 (s, 2H), 4.02-3.97 (m, 2H), 3.67-3.62 (m, 2H), 3.10 (d, J=7.1 Hz, 2H), 2.45 (s, 3H), 0.99-0.90... As a reaction SMILES: [BH4-:17].[C:1]([CH3:2])([CH3:3])([CH3:4])[n:5]1[n:6][c:7]([C:13]([F:14])([F:15])[F:16])[c:8]([CH:11]=[O:12])[c:9]1[Cl:10].[CH3:20][OH:21].[Na+:18].[OH2:19]>>[C:1]([CH3:2])([CH3:3])([CH3:4])[n:5]1[n:6][c:7]([C:13]([F:14])([F:15])[F:16])[c:8]([CH2:11][OH:12])[c:9]1[Cl:10]. Product: CC(C)(C)n1nc(C(F)(F)F)c(CO)c1Cl. Starting materials: [BH4-], CC(C)(C)n1nc(C(F)(F)F)c(C=O)c1Cl, CO, [Na+], O. Starting materials: N (Ammonia), ClC1=CC=C(C=C1)C(CS(=O)(=O)Cl)NC(OC(C)(C)C)=O (tert-butyl 1-(4-chlorophenyl)-2-(chlorosulfonyl)ethylcarbamate), ClC1=CC=C(C=C1)C(CS(=O)(=O)Cl)NC(OC(C)(C)C)=O (tert-butyl 1-(4-chlorophenyl)-2-(chlorosulfonyl)ethylcarbamate). Run in C(C)#N (acetonitrile). Reaction conditions: time 16 hour. The product is ClC1=CC=C(C=C1)C(CS(N)(=O)=O)NC(OC(C)(C)C)=O (tert-butyl 1-(4-chlorophenyl)-2-sulfamoylethylcarbamate). Isolated yield 68.5%. As a reaction SMILES: [NH3:1].[Cl:2][C:3]1[CH:8]=[CH:7][C:6]([CH:9]([NH:15][C:16](=[O:22])[O:17][C:18]([CH3:21])([CH3:20])[CH3:19])[CH2:10][S:11](Cl)(=[O:13])=[O:12])=[CH:5][CH:4]=1>C(#N)C>[Cl:2][C:3]1[CH:8]=[CH:7][C:6]([CH:9]([NH:15][C:16](=[O:22])[O:17][C:18]([CH3:21])([CH3:20])[CH3:19])[CH2:10][S:11](=[O:13])(=[O:12])[NH2:1])=[CH:5][CH:4]=1. Reported procedure: Ammonia (1.5 mL, 31.50 mmol) was added to a suspension of tert-butyl 1-(4-chlorophenyl)-2-(chlorosulfonyl)ethylcarbamate (Intermediate 78) (0.542 g, 1.53 mmol) in acetonitrile (10 mL). The mixture was stirred for 16 hours at room temperature. The mixture was partitioned between ethyl acetate and water and the organic layer was washed with brine. The organic solution was dried with magnesium sulfate, filtered, and concentrated under reduced pressure. The residue was purified by flash column chrom... The reactants are Cn1c(C=O)c(cn1)[Cl], CC1=CN=C(C=C1)N, [C-]#[N+]C1CCCCC1. Reagents/catalysts: O=C(O)C(F)(F)F (trifluoroacetic acid). Run in CC(C)O (isopropyl alcohol), CC(C)O (isopropylalcohol). Conditions: temperature 22 celsius, time 20 hour. The product is Cc1ccc2nc(c3c(cnn3C)[Cl])c(NC3CCCCC3)n2c1. Isolated yield 0.0%. Reaction SMILES: CC1=CC=C(N)N=C1.[C-]#[N+]C1CCCCC1.CN1N=CC(Cl)=C1C=O>>CN1N=CC(Cl)=C1C1=C(NC2CCCCC2)N2C=C(C)C=CC2=N1. The reactants are CC#N, Cl, C1CCC2=NCCCN2CC1, NCc1cccc2c1CN(C1CCC(=O)NC1=O)C2=O, O=C(Cl)Cc1ccccc1. Yields the product O=C(Cc1ccccc1)NCc1cccc2c1CN(C1CCC(=O)NC1=O)C2=O. As a reaction SMILES: [CH3:43][C:44]#[N:45].[ClH:12].[N:1]12[CH2:2][CH2:3][CH2:4][N:5]=[C:6]1[CH2:7][CH2:8][CH2:9][CH2:10][CH2:11]2.[NH2:13][CH2:14][c:15]1[c:16]2[c:20]([cH:21][cH:22][cH:23]1)[C:19](=[O:24])[N:18]([CH:25]1[C:26](=[O:32])[NH:27][C:28](=[O:31])[CH2:29][CH2:30]1)[CH2:17]2.[c:33]1([CH2:39][C:40](=[O:41])[Cl:42])[cH:34][cH:35][cH:36][cH:37][cH:38]1>>[NH:13]([CH2:14][c:15]1[c:16]2[c:20]([cH:21][cH:22][cH:23]1)[C:19](=[O:24])[N:18]([CH:25]1[C:26](=[O:32])[NH:27][C:28](=[O:31])[CH2:29][CH2:30]1)[CH2:17]2)[C:40]([CH2:39][c:33]1[cH:34][cH:35][cH:36][cH:37][cH:38]1)=[O:41]. The reactants are C(C)(C)(C)[Si](O[C@@H]1CC[C@H](CC1)N1C(N(CC=2C1=NC(=NC2)NC2=CC(=C(C=C2)OC)OC)C2=CC=C(C=C2)OC)=O)(C)C (1-[trans-4-(tert-butyl-dimethyl-silanyloxy)-cyclohexyl]-3-(4-methoxy-phenyl)-7-(3,4-dimethoxy-phenylamino)-3,4-dihydro-1H-pyrimido[4,5-d]pyrimidin-2-one), FC(C(=O)O)(F)F (trifluoroacetic acid). Solvent: C(C)(=O)OCC (ethyl acetate), ClCCl (dichloromethane). Conditions: temperature 0 celsius, time 2 hour. The product is COC1=CC=C(C=C1)N1C(N(C2=NC(=NC=C2C1)NC1=CC(=C(C=C1)OC)OC)[C@@H]1CC[C@H](CC1)O)=O (3-(4-methoxy-phenyl)-1-(trans-4-hydroxy-cyclohexyl)-7-(3,4-dimethoxy-phenylamino)-3,4-dihydro-1H-pyrimido[4,5-d]pyrimidin-2-one). As a reaction SMILES: C([Si](C)(C)[O:6][C@H:7]1[CH2:12][CH2:11][C@H:10]([N:13]2[C:18]3=[N:19][C:20]([NH:23][C:24]4[CH:29]=[CH:28][C:27]([O:30][CH3:31])=[C:26]([O:32][CH3:33])[CH:25]=4)=[N:21][CH:22]=[C:17]3[CH2:16][N:15]([C:34]3[CH:39]=[CH:38][C:37]([O:40][CH3:41])=[CH:36][CH:35]=3)[C:14]2=[O:42])[CH2:9][CH2:8]1)(C)(C)C.FC(F)(F)C(O)=O>ClCCl.C(OCC)(=O)C>[CH3:41][O:40][C:37]1[CH:38]=[CH:39][C:34]([N:15]2[CH2:16][C:17]3[C:18](=[N:19][C:20]([NH:23][C:24]4[CH:29]=[CH:28][C:27]([O:30][CH3:31])=[C:26]([O:32][CH3:33])[CH:25]=4)=[N:21][CH:22]=3)[N:13]([C@H:10]3[CH2:11][CH2:12][C@H:7]([OH:6])[CH2:8][CH2:9]3)[C:14]2=[O:42])=[CH:35][CH:36]=1. Procedure details: To a solution of 1-[trans-4-(tert-butyl-dimethyl-silanyloxy)-cyclohexyl]-3-(4-methoxy-phenyl)-7-(3,4-dimethoxy-phenylamino)-3,4-dihydro-1H-pyrimido[4,5-d]pyrimidin-2-one (90 mg, 0.24 mmol) (from Example 19b supra) in dichloromethane (5 mL) was added trifluoroacetic acid (2.0 mL) (Aldrich) at 0° C. The mixture was stirred at 0° C. for 2 hours. The reaction mixture was diluted with ethyl acetate (15 mL) and washed with saturated aqueous sodium bicarbonate solution and brine, dried over magnesium s... The reactants are CC(C)=O, CCOC(C)=O, Fc1c(C(F)(F)F)cc(Cl)c(CCl)c1F, [I-], [Na+]. The product is Fc1c(C(F)(F)F)cc(Cl)c(CI)c1F. As a reaction SMILES: [CH3:18][C:19](=[O:20])[CH3:21].[CH3:22][CH2:23][O:24][C:25]([CH3:26])=[O:27].[Cl:1][c:2]1[c:3]([CH2:14][Cl:15])[c:4]([F:13])[c:5]([F:12])[c:6]([C:8]([F:9])([F:10])[F:11])[cH:7]1.[I-:17].[Na+:16]>>[Cl:1][c:2]1[c:3]([CH2:14][I:17])[c:4]([F:13])[c:5]([F:12])[c:6]([C:8]([F:9])([F:10])[F:11])[cH:7]1. Isolated yield 26.5%. As a reaction SMILES: [CH3:1][O:2][C:3]1[CH:17]=[C:16]([O:18][CH3:19])[CH:15]=[CH:14][C:4]=1[CH2:5][NH:6][C:7]1[N:12]=[CH:11][C:10]([F:13])=[CH:9][N:8]=1.C[Si](C)(C)[N-][Si](C)(C)C.[Li+].[Cl:30][C:31]1[C:32]([F:42])=[CH:33][C:34]([F:41])=[C:35]([S:37](Cl)(=[O:39])=[O:38])[CH:36]=1>O1CCCC1>[Cl:30][C:31]1[C:32]([F:42])=[CH:33][C:34]([F:41])=[C:35]([S:37]([N:6]([CH2:5][C:4]2[CH:14]=[CH:15][C:16]([O:18][CH3:19])=[CH:17][C:3]=2[O:2][CH3:1])[C:7]2[N:12]=[CH:11][C:10]([F:13])=[CH:9][N:8]=2)(=[O:39])=[O:38])[CH:36]=1 |f:1.2|. Procedure details: N-(2,4-Dimethoxybenzyl)-5-fluoropyrimidin-2-amine (Preparation 18, 4.00 g, 15.2 mmol) was dissolved in tetrahydrofuran (40 mL) and cooled to −78° C. A 1.0 M solution of lithium hexamethyldisilazide in tetrahydrofuran (17 mL, 17 mmol) was added drop-wise to the solution and the solution was stirred for 30 minutes at −78° C. A solution of 5-chloro-2,4-difluorobenzenesulfonyl chloride (3.42 g, 13.8 mmol) in tetrahydrofuran was added drop-wise to the reaction mixture and it was stirred at −78° C. fo... The reactants are solution, C[Si]([N-][Si](C)(C)C)(C)C.[Li+] (lithium hexamethyldisilazide), ClC=1C(=CC(=C(C1)S(=O)(=O)Cl)F)F (5-chloro-2,4-difluorobenzenesulfonyl chloride), COC1=C(CNC2=NC=C(C=N2)F)C=CC(=C1)OC (N-(2,4-Dimethoxybenzyl)-5-fluoropyrimidin-2-amine). Solvent: O1CCCC1 (tetrahydrofuran), O1CCCC1 (tetrahydrofuran), O1CCCC1 (tetrahydrofuran). Reaction conditions: temperature -78 celsius, time 30 minute. Product: ClC=1C(=CC(=C(C1)S(=O)(=O)N(C1=NC=C(C=N1)F)CC1=C(C=C(C=C1)OC)OC)F)F (5-Chloro-N-(2,4-dimethoxybenzyl)-2,4-difluoro-N-(5-fluoropyrimidin-2-yl)benzenesulfonamide). The reactants are Cl.NO (hydroxylamine hydrochloride), CC1([C@@]2(C(CC1CC2)=O)CS(=O)(=O)N2CCC1(CC2)C=CC2=CC=CC=C21)C ((1S)-1'-(((7,7-dimethyl-2-oxobicyclo(2.2.1) hept-1-yl)methyl)sulfonyl)spiro(1H-indene-1,4'-piperidine)), Cl.NO (Hydroxylamine hydrochloride), Cl.NO (hydroxylamine hydrochloride), O (water). Solvent: N1=CC=CC=C1 (pyridine). Run at time 2 hour. Product: CC1([C@@]2(C(CC1CC2)=NO)CS(=O)(=O)N2CCC1(CC2)C=CC2=CC=CC=C21)C ((1S)-1'-(((7, 7-dimethyl-2-oximinobicyclo(2.2.1)hept-1yl)-methyl) sulfonyl)spiro(1H-indene-1,4'-piperidine)). The yield is 90.1%. As a reaction SMILES: [CH3:1][C:2]1([CH3:28])[CH:6]2[CH2:7][CH2:8][C@@:3]1([CH2:10][S:11]([N:14]1[CH2:19][CH2:18][C:17]3([C:27]4[C:22](=[CH:23][CH:24]=[CH:25][CH:26]=4)[CH:21]=[CH:20]3)[CH2:16][CH2:15]1)(=[O:13])=[O:12])[C:4](=O)[CH2:5]2.Cl.[NH2:30][OH:31].O>N1C=CC=CC=1>[CH3:1][C:2]1([CH3:28])[CH:6]2[CH2:7][CH2:8][C@@:3]1([CH2:10][S:11]([N:14]1[CH2:19][CH2:18][C:17]3([C:27]4[C:22](=[CH:23][CH:24]=[CH:25][CH:26]=4)[CH:21]=[CH:20]3)[CH2:16][CH2:15]1)(=[O:13])=[O:12])[C:4](=[N:30][OH:31])[CH2:5]2 |f:1.2|. Procedure: (1S)-1'-(((7,7-dimethyl-2-oxobicyclo(2.2.1) hept-1-yl)methyl)sulfonyl)spiro(1H-indene-1,4'-piperidine) (30 g, 0.075 mole) in pyridine (500 mL) was heated in an oil bath to 70° C. (internal). Hydroxylamine hydrochloride (30 g) was added in three portions over ca. 20 minutes. After 2 hours, an additional 10 g of hydroxylamine hydrochloride was added (over 10 minutes). At 30, 40, and 50 minutes additional elapsed time, further 3 g lots of hydroxylamine hydrochloride were added. After another 30 min...